This data is from the Open Reaction Database (ORD), a public repository of structured organic reaction records. The task is: describe an organic reaction: reactants, conditions, products, and yield Reactants: NC=1C2=C(N=CN1)N(C=C2C2=CC=C(C=C2)O)C2CCOCC2 (4-[4-amino-7-(4-tetrahydropyranyl)-7H-pyrrolo[2,3-d]pyrimidin-5-yl]phenol), CN(C=O)C (dimethylformamide). Conditions: temperature 120 celsius, time 6 hour. Product: NC=1C2=C(N=CN1)N(C=C2C2=CC=C(OC1=C(C#N)C=CC=C1)C=C2)C2CCOCC2 (2-[4-(4-amino-7-(4-tetrahydropyranyl)-7H-pyrrolo[2,3-d]pyrimidin-5-yl)phenoxy]benzonitrile). RXN SMILES: [NH2:1][C:2]1[C:3]2[C:10]([C:11]3[CH:16]=[CH:15][C:14]([OH:17])=[CH:13][CH:12]=3)=[CH:9][N:8]([CH:18]3[CH2:23][CH2:22][O:21][CH2:20][CH2:19]3)[C:4]=2[N:5]=[CH:6][N:7]=1.C[N:25]([CH3:28])C=O>>[NH2:1][C:2]1[C:3]2[C:10]([C:11]3[CH:12]=[CH:13][C:14]([O:17][C:11]4[CH:16]=[CH:15][CH:14]=[CH:13][C:12]=4[C:28]#[N:25])=[CH:15][CH:16]=3)=[CH:9][N:8]([CH:18]3[CH2:23][CH2:22][O:21][CH2:20][CH2:19]3)[C:4]=2[N:5]=[CH:6][N:7]=1. Reported procedure: A warm solution of 4-[4-amino-7-(4-tetrahydropyranyl)-7H-pyrrolo[2,3-d]pyrimidin-5-yl]phenol (0.082 g) in dimethylformamide (3.4 ml) was added to a The vial was flushed with nitrogen then sealed. The mixture was shaken at 120° C. for 6 hours and then left to cool to ambient temperature over 16 hours. The mixture was diluted with water (11 ml) and then extracted with ethyl acetate to give 2-[4-(4-amino-7-(4-tetrahydropyranyl)-7H-pyrrolo[2,3-d]pyrimidin-5-yl)phenoxy]benzonitrile, m.p. 125° C. (sof...